From a dataset of the Open Reaction Database (ORD), a public repository of structured organic reaction records. describe an organic reaction: reactants, conditions, products, and yield Starting materials: CC(C)(C)OC(=O)N1CC=C(B2OC(C)(C)C(C)(C)O2)CC1, COCCOC, CCO, FC(F)(F)c1ccc(-c2[nH]c(C3=CCN(c4ncccc4C(F)(F)F)CC3)nc2Cl)cc1, [Na+], [Na+], O=C([O-])[O-], O. Product: CC(C)(C)OC(=O)N1CC=C(c2nc(C3=CCN(c4ncccc4C(F)(F)F)CC3)[nH]c2-c2ccc(C(F)(F)F)cc2)CC1. Reaction SMILES: [C:33]([CH3:34])([CH3:35])([CH3:36])[O:37][C:38](=[O:39])[N:40]1[CH2:41][CH2:42][C:43]([B:46]2[O:47][C:48]([CH3:49])([CH3:50])[C:51]([CH3:52])([CH3:53])[O:54]2)=[CH:44][CH2:45]1.[CH3:61][O:62][CH2:63][CH2:64][O:65][CH3:66].[CH3:68][CH2:69][OH:70].[Cl:1][c:2]1[n:3][c:4]([C:17]2=[CH:18][CH2:19][N:20]([c:23]3[n:24][cH:25][cH:26][cH:27][c:28]3[C:29]([F:30])([F:31])[F:32])[CH2:21][CH2:22]2)[nH:5][c:6]1-[c:7]1[cH:8][cH:9][c:10]([C:13]([F:14])([F:15])[F:16])[cH:11][cH:12]1.[Na+:55].[Na+:56].[O-:57][C:58](=[O:59])[O-:60].[OH2:67]>>[c:2]1([C:43]2=[CH:44][CH2:45][N:40]([C:38]([O:37][C:33]([CH3:34])([CH3:35])[CH3:36])=[O:39])[CH2:41][CH2:42]2)[n:3][c:4]([C:17]2=[CH:18][CH2:19][N:20]([c:23]3[n:24][cH:25][cH:26][cH:27][c:28]3[C:29]([F:30])([F:31])[F:32])[CH2:21][CH2:22]2)[nH:5][c:6]1-[c:7]1[cH:8][cH:9][c:10]([C:13]([F:14])([F:15])[F:16])[cH:11][cH:12]1.